From a dataset of the Open Reaction Database (ORD), a public repository of structured organic reaction records. describe an organic reaction: reactants, conditions, products, and yield Starting materials: ClC1=C2C=C(N(C2=CC=C1C#N)C/C(/NO)=N/[H])CCC ((1Z)-2-(4-chloro-5-cyano-2-propyl-1H-indol-1-yl)-N-hydroxyethanimidamide), CCN(C(C)C)C(C)C (DIEA), propanephosphonic acid cyclic anhydride, CC1=NOC(=C1C(=O)O)C(F)(F)F (3-methyl-5-(trifluoromethyl)-4-isoxazolecarboxylic acid). Run in C1CCOC1 (THF). Run at time 1 hour. Yields the product ClC1=C2C=C(N(C2=CC=C1C#N)CC1=NOC(=N1)C=1C(=NOC1C(F)(F)F)C)CCC (4-Chloro-1-({5-[3-methyl-5-(trifluoromethyl)-4-isoxazolyl]-1,2,4-oxadiazol-3-yl}methyl)-2-propyl-1H-indole-5-carbonitrile). As a reaction SMILES: [Cl:1][C:2]1[C:10]([C:11]#[N:12])=[CH:9][CH:8]=[C:7]2[C:3]=1[CH:4]=[C:5]([CH2:19][CH2:20][CH3:21])[N:6]2[CH2:13]/[C:14](=[N:17]/[H])/[NH:15][OH:16].[CH3:22][C:23]1[C:27]([C:28](O)=O)=[C:26]([C:31]([F:34])([F:33])[F:32])[O:25][N:24]=1.CCN(C(C)C)C(C)C>C1COCC1>[Cl:1][C:2]1[C:10]([C:11]#[N:12])=[CH:9][CH:8]=[C:7]2[C:3]=1[CH:4]=[C:5]([CH2:19][CH2:20][CH3:21])[N:6]2[CH2:13][C:14]1[N:17]=[C:28]([C:27]2[C:23]([CH3:22])=[N:24][O:25][C:26]=2[C:31]([F:34])([F:32])[F:33])[O:16][N:15]=1. Reported procedure: Synthesized as described in Example 32A and Example 33 using (1Z)-2-(4-chloro-5-cyano-2-propyl-1H-indol-1-yl)-N-hydroxyethanimidamide (0.030 g, 0.1 mmol) in anhydrous THF (5 mL) with propanephosphonic acid cyclic anhydride (T3P) (0.034 g, 0.12 mmol), 3-methyl-5-(trifluoromethyl)-4-isoxazolecarboxylic acid (0.0195 g, 0.1 mmol) and DIEA (0.016 mg, 0.12 mmol) and stirred at rt for 1 h and then heated at 120° C. for 2 h in the microwave: 1H NMR (400 MHz, CDCl3-d) δ 7.89 (s, 1 H), 7.52 (d, J=8.4 Hz, ... Reactants: [H-].[Na+] (Sodium hydride), FC1=CC=C(C=C1)/C(/C(=O)OCC)=N/O (ethyl Z-2-(4-fluorophenyl)-2-hydroxyiminoacetate), ClCC1=CC=C(OCC=2N=C(OC2C)C2=CC=CC=C2)C=C1 (4-(4-chloromethylphenoxymethyl)-5-methyl-2-phenyloxazole), Cl (HCl), C([O-])(O)=O.[Na+] (sodium bicarbonate). Run in CN(C=O)C (N,N-dimethylformamide-). Conditions: time 1 hour. Product: FC1=CC=C(C=C1)/C(/C(=O)O)=N/OCC1=CC=C(C=C1)OCC=1N=C(OC1C)C1=CC=CC=C1 (Z-2-(4-fluorophenyl)-2-[4-(5-methyl-2-phenyl-4-oxazolylmethoxy)benzyloxyimino]acetic acid). Isolated yield 82.8%. RXN SMILES: [H-].[Na+].[F:3][C:4]1[CH:9]=[CH:8][C:7](/[C:10](=[N:16]/[OH:17])/[C:11]([O:13]CC)=[O:12])=[CH:6][CH:5]=1.Cl[CH2:19][C:20]1[CH:39]=[CH:38][C:23]([O:24][CH2:25][C:26]2[N:27]=[C:28]([C:32]3[CH:37]=[CH:36][CH:35]=[CH:34][CH:33]=3)[O:29][C:30]=2[CH3:31])=[CH:22][CH:21]=1.Cl.C(=O)(O)[O-].[Na+]>CN(C)C=O>[F:3][C:4]1[CH:5]=[CH:6][C:7](/[C:10](=[N:16]/[O:17][CH2:19][C:20]2[CH:21]=[CH:22][C:23]([O:24][CH2:25][C:26]3[N:27]=[C:28]([C:32]4[CH:37]=[CH:36][CH:35]=[CH:34][CH:33]=4)[O:29][C:30]=3[CH3:31])=[CH:38][CH:39]=2)/[C:11]([OH:13])=[O:12])=[CH:8][CH:9]=1 |f:0.1,5.6|. Procedure: Sodium hydride (60% in oil, 209 mg) was added under a nitrogen atmosphere to a solution of ethyl Z-2-(4-fluorophenyl)-2-hydroxyiminoacetate (920 mg) and 4-(4-chloromethylphenoxymethyl)-5-methyl-2-phenyloxazole (1.37 g) in N,N-dimethylformamide-(10 ml) at room temperature and the mixture was stirred for 1 hour. After adding 1N HCl (7 ml), aqueous sodium bicarbonate was added, and then the mixture was extracted with ethyl acetate. The ethyl acetate layer was washed with saturated aqueous sodium ch... The reactants are CCOC=C(C(C)=O)C(C)=O, CCO, Nc1ccc(C2=NNC(=O)CC2)cc1. The product is CC(=O)C(=CNc1ccc(C2=NNC(=O)CC2)cc1)C(C)=O. As a reaction SMILES: [CH2:15]([O:16][CH:18]=[C:19]([C:20]([CH3:21])=[O:22])[C:23]([CH3:24])=[O:25])[CH3:17].[CH3:26][CH2:27][OH:28].[NH2:1][c:2]1[cH:3][cH:4][c:5]([C:8]2=[N:13][NH:12][C:11](=[O:14])[CH2:10][CH2:9]2)[cH:6][cH:7]1>>[NH:1]([c:2]1[cH:3][cH:4][c:5]([C:8]2=[N:13][NH:12][C:11](=[O:14])[CH2:10][CH2:9]2)[cH:6][cH:7]1)[CH:18]=[C:19]([C:20]([CH3:21])=[O:22])[C:23]([CH3:24])=[O:25]. The reactants are C, CC(C)(C)OC(=O)c1ccc(-c2ccccc2)cc1NC(=O)c1cc(-c2nnco2)ccc1OCc1ccccc1, CCOC(C)=O, CO, [Pd]. The product is CC(C)(C)OC(=O)c1ccc(-c2ccccc2)cc1NC(=O)c1cc(-c2nnco2)ccc1O. Reaction SMILES: [C:50].[CH2:1]([c:2]1[cH:3][cH:4][cH:5][cH:6][cH:7]1)[O:8][c:9]1[c:10]([C:11](=[O:12])[NH:13][c:14]2[c:15]([C:16](=[O:17])[O:18][C:19]([CH3:20])([CH3:21])[CH3:22])[cH:23][cH:24][c:25](-[c:27]3[cH:28][cH:29][cH:30][cH:31][cH:32]3)[cH:26]2)[cH:33][c:34](-[c:37]2[o:38][cH:39][n:40][n:41]2)[cH:35][cH:36]1.[CH3:42][CH2:43][O:44][C:45](=[O:46])[CH3:47].[CH3:48][OH:49].[Pd:51]>>[OH:8][c:9]1[c:10]([C:11](=[O:12])[NH:13][c:14]2[c:15]([C:16](=[O:17])[O:18][C:19]([CH3:20])([CH3:21])[CH3:22])[cH:23][cH:24][c:25](-[c:27]3[cH:28][cH:29][cH:30][cH:31][cH:32]3)[cH:26]2)[cH:33][c:34](-[c:37]2[o:38][cH:39][n:40][n:41]2)[cH:35][cH:36]1. Reaction SMILES: [CH3:1][N:2]([S:3](=[O:4])(=[O:5])[c:6]1[cH:7][cH:8][cH:9][cH:10][cH:11]1)[c:12]1[cH:13][cH:14][c:15]([C:18]([C:19]([F:20])([F:21])[F:22])=[O:23])[cH:16][cH:17]1.[CH3:24][CH:25]([CH2:26][C:27]#[CH:28])[CH3:29]>>[CH3:1][N:2]([S:3](=[O:4])(=[O:5])[c:6]1[cH:7][cH:8][cH:9][cH:10][cH:11]1)[c:12]1[cH:13][cH:14][c:15]([C:18]([C:19]([F:20])([F:21])[F:22])([OH:23])[C:28]#[C:27][CH2:26][CH:25]([CH3:24])[CH3:29])[cH:16][cH:17]1. The reactants are CN(c1ccc(C(=O)C(F)(F)F)cc1)S(=O)(=O)c1ccccc1, C#CCC(C)C. Product: CC(C)CC#CC(O)(c1ccc(N(C)S(=O)(=O)c2ccccc2)cc1)C(F)(F)F. Reactants: C(C)(=O)OCC(=CC1(CC1)C1=CC=C(C=C1)Cl)F (1-(3-acetoxy-2-fluoroprop-1-enyl)-1-(4-chlorophenyl)cyclopropane), II (iodine), cuprous bromide, Grignard reagent, O(C1=CC=CC=C1)C=1C=C(C=CC1)Br (3-phenoxyphenyl bromide), [Mg] (magnesium). Solvent: O1CCCC1 (tetrahydrofuran), O (water), O1CCCC1 (tetrahydrofuran). Yields the product ClC1=CC=C(C=C1)C1(CC1)C=C(CC1=CC(=CC=C1)OC1=CC=CC=C1)F (1-(4-chlorophenyl)-1-(2-fluoro-3-(3-phenoxyphenyl)prop-1-enyl)cyclopropane). Yield: 21.7%. RXN SMILES: [O:1]([C:8]1[CH:9]=[C:10](Br)[CH:11]=[CH:12][CH:13]=1)[C:2]1[CH:7]=[CH:6][CH:5]=[CH:4][CH:3]=1.[Mg].II.C(O[CH2:22][C:23]([F:35])=[CH:24][C:25]1([C:28]2[CH:33]=[CH:32][C:31]([Cl:34])=[CH:30][CH:29]=2)[CH2:27][CH2:26]1)(=O)C>O1CCCC1.O>[Cl:34][C:31]1[CH:30]=[CH:29][C:28]([C:25]2([CH:24]=[C:23]([F:35])[CH2:22][C:10]3[CH:11]=[CH:12][CH:13]=[C:8]([O:1][C:2]4[CH:7]=[CH:6][CH:5]=[CH:4][CH:3]=4)[CH:9]=3)[CH2:26][CH2:27]2)=[CH:33][CH:32]=1. Reported procedure: A Grignard reagent, prepared from 3-phenoxyphenyl bromide (0.33 g) in dry tetrahydrofuran (2 ml) and magnesium (30 mg) under nitrogen using iodine as an initiator at ca 40 C for 50 min, was cooled to room temperature then treated with cuprous bromide (ca 20 mg) for 10 min. After cooling to -78° C., a solution of 1-(3-acetoxy-2-fluoroprop-1-enyl)-1-(4-chlorophenyl)cyclopropane (Example 17) (0.32 g) in tetrahydrofuran was added slowly with stirring, then the mixture was allowed to warm to room tem... The reactants are O=C([O-])[O-], CC(C)N=C=O, Cc1[nH]nc(Oc2ncc(C(F)(F)F)cc2Cl)c1C, Cl, [K+], [K+], CN(C)C=O. Product: Cc1c(Oc2ncc(C(F)(F)F)cc2Cl)nn(C(=O)NC(C)C)c1C. RXN SMILES: [C:1](=[O:2])([O-:3])[O-:4].[CH:7]([CH3:8])([CH3:9])[N:10]=[C:11]=[O:12].[Cl:13][c:14]1[c:15]([O:24][c:25]2[n:26][nH:27][c:28]([CH3:31])[c:29]2[CH3:30])[n:16][cH:17][c:18]([C:20]([F:21])([F:22])[F:23])[cH:19]1.[ClH:32].[K+:5].[K+:6].[O:33]=[CH:34][N:35]([CH3:36])[CH3:37]>>[CH:7]([CH3:8])([CH3:9])[NH:10][C:11](=[O:12])[n:27]1[n:26][c:25]([O:24][c:15]2[c:14]([Cl:13])[cH:19][c:18]([C:20]([F:21])([F:22])[F:23])[cH:17][n:16]2)[c:29]([CH3:30])[c:28]1[CH3:31]. Reaction SMILES: [C:14]([BH3-:15])#[N:16].[CH2:21]1[O:22][CH2:23][CH2:24][CH2:25]1.[CH3:10][C:11](=[O:12])[OH:13].[CH3:19][OH:20].[CH3:1][O:2][c:3]1[cH:4][cH:5][c:6]([NH2:9])[cH:7][cH:8]1.[CH3:26][C:27](=[O:28])[CH3:29].[ClH:18].[Na+:17]>>[CH3:1][O:2][c:3]1[cH:4][cH:5][c:6]([NH:9][CH:11]([CH3:10])[CH3:14])[cH:7][cH:8]1. Yields the product COc1ccc(NC(C)C)cc1. Reactants: [BH3-]C#N, C1CCOC1, CC(=O)O, CO, COc1ccc(N)cc1, CC(C)=O, Cl, [Na+].